The task is: describe an organic reaction: reactants, conditions, products, and yield. This data is from the Open Reaction Database (ORD), a public repository of structured organic reaction records. Reactants: [BH4-].[Na+] (Sodium tetrahydroborate), S1C(=NC2=C1C=CC=C2)NC2=C(C=C(OC=1C(=NC=CN1)C1=CC(CCC1)=O)C=C2)F (3-(3-(4-(benzo[d]thiazol-2-ylamino)-3-fluorophenoxy)pyrazin-2-yl)cyclohex-2-enone), [Cl-].[NH4+] (ammonium chloride), O (water). The solvent is CO (MeOH). Conditions: time 1 hour. Yields the product S1C(=NC2=C1C=CC=C2)NC2=C(C=C(OC=1C(=NC=CN1)C1=CC(CCC1)O)C=C2)F ((rac)-3-(3-(4-(benzo[d]thiazol-2-ylamino)-3-fluorophenoxy)pyrazin-2-yl)cyclohex-2-enol). As a reaction SMILES: [BH4-].[Na+].[S:3]1[C:7]2[CH:8]=[CH:9][CH:10]=[CH:11][C:6]=2[N:5]=[C:4]1[NH:12][C:13]1[CH:32]=[CH:31][C:16]([O:17][C:18]2[C:19]([C:24]3[CH2:29][CH2:28][CH2:27][C:26](=[O:30])[CH:25]=3)=[N:20][CH:21]=[CH:22][N:23]=2)=[CH:15][C:14]=1[F:33].[Cl-].[NH4+].O>CO>[S:3]1[C:7]2[CH:8]=[CH:9][CH:10]=[CH:11][C:6]=2[N:5]=[C:4]1[NH:12][C:13]1[CH:32]=[CH:31][C:16]([O:17][C:18]2[C:19]([C:24]3[CH2:29][CH2:28][CH2:27][CH:26]([OH:30])[CH:25]=3)=[N:20][CH:21]=[CH:22][N:23]=2)=[CH:15][C:14]=1[F:33] |f:0.1,3.4|. Procedure details: Sodium tetrahydroborate (157 mg, 4.16 mmol) was added to a suspension of 3-(3-(4-(benzo[d]thiazol-2-ylamino)-3-fluorophenoxy)pyrazin-2-yl)cyclohex-2-enone (600 mg, 1.387 mmol) in MeOH (20 ml) at RT. The mixture was stirred at RT for 1 h, and was then cooled in an ice-water bath. Saturated aqueous ammonium chloride (5 ml) was added along with distilled water (100 ml). The resulting mixture was extracted with EtOAc (2×100 ml), and the combined organic layers were washed with brine and dried over s... Starting materials: ClC1=NC(=NC=C1)OCC[Si](C)(C)C (4-Chloro-2-trimethylsilylethoxy-pyrimidine), C(C)(=O)OC1[C@H](OC(C2=CC=CC=C2)=O)[C@H](OC(C2=CC=CC=C2)=O)[C@H](O1)COC(C1=CC=CC=C1)=O (1-O-acetyl-2,3,5-tri-O-benzoyl-D-ribofuranose), [Si](C)(C)(C)OS(=O)(=O)C(F)(F)F (TMS-triflate). Run in C(Cl)Cl (CH2Cl2), C(C)#N (acetonitrile). Run at time 2 hour. Yields the product ClC1=NC(N(C=C1)[C@H]1[C@H](OC(C2=CC=CC=C2)=O)[C@H](OC(C2=CC=CC=C2)=O)[C@H](O1)COC(C1=CC=CC=C1)=O)=O (4-Chloro-1-(2,3,5-tri-O-benzoyl-β-D-ribofuranosyl)pyrimidin-2-one). As a reaction SMILES: [Cl:1][C:2]1[CH:7]=[CH:6][N:5]=[C:4]([O:8]CC[Si](C)(C)C)[N:3]=1.C(O[CH:19]1[O:41][C@H:40]([CH2:42][O:43][C:44](=[O:51])[C:45]2[CH:50]=[CH:49][CH:48]=[CH:47][CH:46]=2)[C@@H:30]([O:31][C:32](=[O:39])[C:33]2[CH:38]=[CH:37][CH:36]=[CH:35][CH:34]=2)[C@H:20]1[O:21][C:22](=[O:29])[C:23]1[CH:28]=[CH:27][CH:26]=[CH:25][CH:24]=1)(=O)C.[Si](OS(C(F)(F)F)(=O)=O)(C)(C)C>C(#N)C.C(Cl)Cl>[Cl:1][C:2]1[CH:7]=[CH:6][N:5]([C@@H:19]2[O:41][C@H:40]([CH2:42][O:43][C:44](=[O:51])[C:45]3[CH:50]=[CH:49][CH:48]=[CH:47][CH:46]=3)[C@@H:30]([O:31][C:32](=[O:39])[C:33]3[CH:38]=[CH:37][CH:36]=[CH:35][CH:34]=3)[C@H:20]2[O:21][C:22](=[O:29])[C:23]2[CH:24]=[CH:25][CH:26]=[CH:27][CH:28]=2)[C:4](=[O:8])[N:3]=1. Reported procedure: A solution of 12 (8.17 g. 35.4 mmol) in 200 mL anhydrous acetonitrile is treated with 1-O-acetyl-2,3,5-tri-O-benzoyl-D-ribofuranose (Pfanstiehl) at room temperature and under an atmosphere of argon. To this mixture is added TMS-triflate (6.11 mL, 35.4 mmol) and the mixture stirred at this temperature for 2 hr. Evaporation of the solvents in vacuo yielded an amber syrup which was immediately redissolved in 300 mL CH2Cl2, washed with cold, saturated NaHCO3 (2×150 mL), dried over magnesium sulfate,... Starting materials: [H][H] (hydrogen), C(C1=CC=CC=C1)=C1C=2C=CC(=CC2C=2NC(C=3N(C21)C=CN3)=O)Cl (10-benzylidene-7-chloro-5H,10H-imidazo[1,2-a]indeno[1,2-e]pyrazin-4-one), O (water). Reagents/catalysts: [Pd] (palladium on charcoal). The solvent is CO (methanol), mixture, CO (methanol), CN(C=O)C (dimethylformamide). Yields the product C(C1=CC=CC=C1)C1C=2C=CC(=CC2C=2NC(C=3N(C21)C=CN3)=O)Cl (10-benzyl-7-chloro-5H,10H-imidazo[1,2-a]indeno[1,2-e]pyrazin-4-one). Yield: 28.4%. As a reaction SMILES: [CH:1](=[C:8]1[C:20]2[N:19]3[CH:21]=[CH:22][N:23]=[C:18]3[C:17](=[O:24])[NH:16][C:15]=2[C:14]2[CH:13]=[C:12]([Cl:25])[CH:11]=[CH:10][C:9]1=2)[C:2]1[CH:7]=[CH:6][CH:5]=[CH:4][CH:3]=1.[H][H].O>CO.CN(C)C=O.[Pd]>[CH2:1]([CH:8]1[C:20]2[N:19]3[CH:21]=[CH:22][N:23]=[C:18]3[C:17](=[O:24])[NH:16][C:15]=2[C:14]2[CH:13]=[C:12]([Cl:25])[CH:11]=[CH:10][C:9]1=2)[C:2]1[CH:3]=[CH:4][CH:5]=[CH:6][CH:7]=1. Procedure details: 2.1 g of 10-benzylidene-7-chloro-5H,10H-imidazo[1,2-a]indeno[1,2-e]pyrazin-4-one dissolved in 20 ml of a mixture of methanol and dimethylformamide (1/1 by volume) are hydrogenated at a temperature in the region of 20° C. and at a pressure of 9.6 bar of hydrogen for 24 hours in the presence of 10% palladium on charcoal. The catalyst is then filtered off under inert atmosphere and the solvents are evaporated off. The brown oil obtained is taken up in 25 ml of methanol and, after addition of 50 ml ... Starting materials: COC(=O)C1CC(Oc2ccccc2)CN1C(=O)OC(C)(C)C, C1CCOC1, [Na+], [OH-]. Yields the product CC(C)(C)OC(=O)N1CC(Oc2ccccc2)CC1C(=O)O. As a reaction SMILES: [C:1]([CH3:2])([CH3:3])([CH3:4])[O:5][C:6](=[O:7])[N:8]1[CH:9]([C:20](=[O:21])[O:22][CH3:23])[CH2:10][CH:11]([O:13][c:14]2[cH:15][cH:16][cH:17][cH:18][cH:19]2)[CH2:12]1.[CH2:26]1[O:27][CH2:28][CH2:29][CH2:30]1.[Na+:25].[OH-:24]>>[C:1]([CH3:2])([CH3:3])([CH3:4])[O:5][C:6](=[O:7])[N:8]1[CH:9]([C:20](=[O:21])[OH:22])[CH2:10][CH:11]([O:13][c:14]2[cH:15][cH:16][cH:17][cH:18][cH:19]2)[CH2:12]1. The reactants are ClC1=C2C=CC(=CC2=CC=C1)S(=O)(=O)N1C2CN(C(C1)C2)C(=O)OC(C)(C)C (2-(5-chloro-2-naphthylsulfonyl)-5-tertiary butoxy carbonyl-2,5-diazabicyclo[2.2.1] heptane). Solvent: CCOC(=O)C (EtOAc). Run at time 30 minute. Yields the product ClC1=C2C=CC(=CC2=CC=C1)S(=O)(=O)N1C2CNC(C1)C2 (2-(5-Chloro-2-naphthylsulfonyl)-2,5-diazabicyclo-[2.2.1]heptane). The yield is 57.3%. RXN SMILES: [Cl:1][C:2]1[CH:11]=[CH:10][CH:9]=[C:8]2[C:3]=1[CH:4]=[CH:5][C:6]([S:12]([N:15]1[CH2:20][CH:19]3[CH2:21][CH:16]1[CH2:17][N:18]3C(OC(C)(C)C)=O)(=[O:14])=[O:13])=[CH:7]2>CCOC(C)=O>[Cl:1][C:2]1[CH:11]=[CH:10][CH:9]=[C:8]2[C:3]=1[CH:4]=[CH:5][C:6]([S:12]([N:15]1[CH2:20][CH:19]3[CH2:21][CH:16]1[CH2:17][NH:18]3)(=[O:13])=[O:14])=[CH:7]2. Procedure details: 2-(5-chloro-2-naphthylsulfonyl)-5-tertiary butoxy carbonyl-2,5-diazabicyclo[2.2.1] heptane (0.50 g, 2 mmol) was dissolved in about 5 ml. EtOAc. HCl gas was bubbled through the solution, resulting in an immediate change of color from orange to yellow. HCl was bubbled in for 15 minutes more and a precipitate started forming at this time. After 30 minutes, the ice bath was removed. The reaction was complete at 2 hours. The precipitate was filtered and triturated with Et2O to give 0.37 g of an off-w... Run in C(C)#N (acetonitrile). Product: C(C)(C)(C)OC(CN1CCN(CC1)C)=O (tert-butyl(4-methylpiperazin-1-yl)acetate). Reaction conditions: temperature 50 celsius. Procedure: To a suspension of tert-butyl chloroacetate (3.49 g, 34.9 mmol) and potassium carbonate (5.50 g, 39.8 mmol) in acetonitrile (300 mL) was added dropwise 1-methylpiperazine (5.00 g, 33.2 mmol), and the mixture was stirred with heating at 50° C. for 16 hr. The reaction mixture was cooled to room temperature, the insoluble material was filtered off, and the filtrate was concentrated. Water (150 mL) was added to the obtained residue, and the mixture was extracted with ethyl acetate (300 mL). The orga... Reaction SMILES: Cl[CH2:2][C:3]([O:5][C:6]([CH3:9])([CH3:8])[CH3:7])=[O:4].C(=O)([O-])[O-].[K+].[K+].[CH3:16][N:17]1[CH2:22][CH2:21][NH:20][CH2:19][CH2:18]1>C(#N)C>[C:6]([O:5][C:3](=[O:4])[CH2:2][N:20]1[CH2:21][CH2:22][N:17]([CH3:16])[CH2:18][CH2:19]1)([CH3:9])([CH3:8])[CH3:7] |f:1.2.3|. The yield is 79.1%. The reactants are ClCC(=O)OC(C)(C)C (tert-butyl chloroacetate), C([O-])([O-])=O.[K+].[K+] (potassium carbonate), CN1CCNCC1 (1-methylpiperazine). Reactants: COc1c(Cl)cc(-c2ccc(C(F)(F)F)cc2)cc1C(=O)O, Cc1noc(C(N)Cc2ccc(-c3ccc(F)c(Cl)c3)cc2)n1. Product: COc1c(Cl)cc(-c2ccc(C(F)(F)F)cc2)cc1C(=O)NC(Cc1ccc(-c2ccc(F)c(Cl)c2)cc1)c1nc(C)no1. RXN SMILES: [Cl:1][c:2]1[c:3]([O:21][CH3:22])[c:4]([C:18](=[O:19])[OH:20])[cH:5][c:6](-[c:8]2[cH:9][cH:10][c:11]([C:14]([F:15])([F:16])[F:17])[cH:12][cH:13]2)[cH:7]1.[Cl:23][c:24]1[cH:25][c:26](-[c:31]2[cH:32][cH:33][c:34]([CH2:37][CH:38]([c:39]3[n:40][c:41]([CH3:44])[n:42][o:43]3)[NH2:45])[cH:35][cH:36]2)[cH:27][cH:28][c:29]1[F:30]>>[Cl:1][c:2]1[c:3]([O:21][CH3:22])[c:4]([C:18](=[O:19])[NH:45][CH:38]([CH2:37][c:34]2[cH:33][cH:32][c:31](-[c:26]3[cH:25][c:24]([Cl:23])[c:29]([F:30])[cH:28][cH:27]3)[cH:36][cH:35]2)[c:39]2[n:40][c:41]([CH3:44])[n:42][o:43]2)[cH:5][c:6](-[c:8]2[cH:9][cH:10][c:11]([C:14]([F:15])([F:16])[F:17])[cH:12][cH:13]2)[cH:7]1. The reactants are CCOC(C)=O, [H][H], O=[N+]([O-])c1ccc(OCCN2CCOCC2)cc1. Yields the product Nc1ccc(OCCN2CCOCC2)cc1. RXN SMILES: [CH3:21][CH2:22][O:23][C:24](=[O:25])[CH3:26].[H:19][H:20].[N+:1]([O-:2])(=[O:3])[c:4]1[cH:5][cH:6][c:7]([O:8][CH2:9][CH2:10][N:11]2[CH2:12][CH2:13][O:14][CH2:15][CH2:16]2)[cH:17][cH:18]1>>[NH2:1][c:4]1[cH:5][cH:6][c:7]([O:8][CH2:9][CH2:10][N:11]2[CH2:12][CH2:13][O:14][CH2:15][CH2:16]2)[cH:17][cH:18]1.